Dataset: the Open Reaction Database (ORD), a public repository of structured organic reaction records. Task: describe an organic reaction: reactants, conditions, products, and yield The reactants are CC1c2c(ccc3[nH]ccc23)OCCN1C(=O)OC(C)(C)C, Cc1cc(S(=O)(=O)Cl)c(C)o1, [H-], [Na+], CN(C)C=O. The product is Cc1cc(S(=O)(=O)n2ccc3c4c(ccc32)OCCN(C(=O)OC(C)(C)C)C4C)c(C)o1. Reaction SMILES: [CH3:1][CH:2]1[N:3]([C:16](=[O:17])[O:18][C:19]([CH3:20])([CH3:21])[CH3:22])[CH2:4][CH2:5][O:6][c:7]2[c:8]1[c:9]1[cH:10][cH:11][nH:12][c:13]1[cH:14][cH:15]2.[CH3:25][c:26]1[o:27][c:28]([CH3:35])[cH:29][c:30]1[S:31](=[O:32])(=[O:33])[Cl:34].[H-:23].[Na+:24].[O:36]=[CH:37][N:38]([CH3:39])[CH3:40]>>[CH3:1][CH:2]1[N:3]([C:16](=[O:17])[O:18][C:19]([CH3:20])([CH3:21])[CH3:22])[CH2:4][CH2:5][O:6][c:7]2[c:8]1[c:9]1[cH:10][cH:11][n:12]([S:31]([c:30]3[c:26]([CH3:25])[o:27][c:28]([CH3:35])[cH:29]3)(=[O:32])=[O:33])[c:13]1[cH:14][cH:15]2. The reactants are C1(CCCC1)CN(C1=NC(=CC=C1C#N)CC)CC (2-[(cyclopentylmethyl)(ethyl)amino]-6-ethylpyridine-3-carbonitrile), [H-].C(C(C)C)[Al+]CC(C)C (diisobutylaluminum hydride), [OH-].[Na+] (sodium hydroxide), [H-].C(C(C)C)[Al+]CC(C)C (diisobutylaluminum hydride). Run in ClCCl (dichloromethane). Reaction conditions: time 4 hour. The product is C1(CCCC1)CN(C1=C(C=O)C=CC(=N1)CC)CC (2-[(cyclopentylmethyl)(ethyl)amino]-6-ethylnicotinaldehyde). Isolated yield 48.0%. Reaction SMILES: [CH:1]1([CH2:6][N:7]([CH2:18][CH3:19])[C:8]2[C:13]([C:14]#N)=[CH:12][CH:11]=[C:10]([CH2:16][CH3:17])[N:9]=2)[CH2:5][CH2:4][CH2:3][CH2:2]1.[H-].C([Al+]CC(C)C)C(C)C.[OH-:30].[Na+]>ClCCl>[CH:1]1([CH2:6][N:7]([CH2:18][CH3:19])[C:8]2[N:9]=[C:10]([CH2:16][CH3:17])[CH:11]=[CH:12][C:13]=2[CH:14]=[O:30])[CH2:5][CH2:4][CH2:3][CH2:2]1 |f:1.2,3.4|. Reported procedure: A solution of 2-[(cyclopentylmethyl)(ethyl)amino]-6-ethylpyridine-3-carbonitrile (484 mg, 1.87 mmol) in dichloromethane (5 mL) was added with diisobutylaluminum hydride (0.99 M solution in toluene, 1.99 mL, 1.97 mmol) at −78° C., and the mixture was stirred at the same temperature for 4 hours. The mixture was further added with diisobutylaluminum hydride (0.99 M solution in toluene, 0.2 mL, 0.198 mmol) at the same temperature, and the mixture was stirred at the same temperature for 45 minutes. T...